Task: describe an organic reaction: reactants, conditions, products, and yield. Dataset: the Open Reaction Database (ORD), a public repository of structured organic reaction records The reactants are ClC1=C(C=CC(=C1)O)C(C(C(F)(F)F)(O)C1=CC=C(N1C)C#N)C (5-[2-(2-Chloro-4-hydroxy-phenyl)-1-hydroxy-1-trifluoromethyl-propyl]-1-methyl-1H-pyrrole-2-carbonitrile), ClC1=NC=C(C(=O)OC)C=C1 (methyl 6-chloronicotinate). Product: ClC=1C=C(OC2=NC=C(C(=O)O)C=C2)C=CC1C(C(C(F)(F)F)(O)C=1N(C(=CC1)C#N)C)C (6-{3-Chloro-4-[2-(5-cyano-1-methyl-1H-pyrrol-2-yl)-3,3,3-trifluoro-2-hydroxy-1-methyl-propyl]-phenoxy}-nicotinic acid). Reaction SMILES: [Cl:1][C:2]1[CH:7]=[C:6]([OH:8])[CH:5]=[CH:4][C:3]=1[CH:9]([CH3:24])[C:10]([C:16]1[N:20]([CH3:21])[C:19]([C:22]#[N:23])=[CH:18][CH:17]=1)([OH:15])[C:11]([F:14])([F:13])[F:12].Cl[C:26]1[CH:35]=[CH:34][C:29]([C:30]([O:32]C)=[O:31])=[CH:28][N:27]=1>>[Cl:1][C:2]1[CH:7]=[C:6]([CH:5]=[CH:4][C:3]=1[CH:9]([CH3:24])[C:10]([C:16]1[N:20]([CH3:21])[C:19]([C:22]#[N:23])=[CH:18][CH:17]=1)([OH:15])[C:11]([F:14])([F:13])[F:12])[O:8][C:26]1[CH:35]=[CH:34][C:29]([C:30]([OH:32])=[O:31])=[CH:28][N:27]=1. Procedure: The title compound was prepared in analogy to Example 227, step 3, from 5-[2-(2-chloro-4-hydroxy-phenyl)-1-hydroxy-1-trifluoromethyl-propyl]-1-methyl-1H-pyrrole-2-carbonitrile (Example 232 step 2) and methyl 6-chloronicotinate (CAS Reg. No. 73781-91-6). White foam. MS (m/e, ISP neg. ion)=477.9 [M−H+]. The reactants are COC(=O)C=1C(=C(C=2N(C1)N=C(N2)N)C2=CC(=CC=C2)C(F)(F)F)C (2-amino-7-methyl-8-(3-trifluoromethyl-phenyl)-[1,2,4]triazolo[1,5-a]pyridine-6-carboxylic acid methyl ester), [OH-].[Li+] (lithium hydroxide). The solvent is C1CCOC1 (THF), O (water). Conditions: temperature 45 celsius, time 1.75 hour. Yields the product NC1=NN2C(C(=C(C(=C2)C(=O)O)C)C2=CC(=CC=C2)C(F)(F)F)=N1 (2-Amino-7-methyl-8-(3-trifluoromethyl-phenyl)-[1,2,4]triazolo[1,5-a]pyridine-6-carboxylic acid). Isolated yield 61.4%. Reaction SMILES: C[O:2][C:3]([C:5]1[C:6]([CH3:25])=[C:7]([C:15]2[CH:20]=[CH:19][CH:18]=[C:17]([C:21]([F:24])([F:23])[F:22])[CH:16]=2)[C:8]2[N:9]([N:11]=[C:12]([NH2:14])[N:13]=2)[CH:10]=1)=[O:4].[OH-].[Li+]>C1COCC1.O>[NH2:14][C:12]1[N:13]=[C:8]2[C:7]([C:15]3[CH:20]=[CH:19][CH:18]=[C:17]([C:21]([F:22])([F:23])[F:24])[CH:16]=3)=[C:6]([CH3:25])[C:5]([C:3]([OH:4])=[O:2])=[CH:10][N:9]2[N:11]=1 |f:1.2|. Reported procedure: To a suspension of 2-amino-7-methyl-8-(3-trifluoromethyl-phenyl)-[1,2,4]triazolo[1,5-a]pyridine-6-carboxylic acid methyl ester (Int. 35, 1.0 g, 2.857 mmol) in THF (10 mL) and water (5 mL) was added lithium hydroxide (273 mg, 11.34 mmol) and the reaction mixture was stirred at 45° C. for 1.75 hrs. Cooled then acidified to pH 1. The resultant precipitate was collected by filtration, washing with water, to afford the title compound as a white solid (590 mg). Starting materials: NC1=NC(=NC(=N1)OC)C (2-amino-4-methoxy-6-methyl-1,3,5-triazine), ClC(COS(=O)(=O)N=C=O)(Cl)Cl (2,2,2-trichloro-eth-1-oxysulfonyl isocyanate), CCCCCC (n-hexane). The solvent is ClCCl (dichloromethane), ClCCl (dichloromethane). Conditions: time 18 hour. Yields the product COC1=NC(=NC(=N1)C)NC(=O)NS(=O)(=O)OCC(Cl)(Cl)Cl (N-(4-methoxy-6-methyl-1,3,5-triazin-2-yl)-N'-(2,2,2-trichloro-eth-1-oxy-sulfonyl)-urea). Isolated yield 89.5%. Reaction SMILES: [NH2:1][C:2]1[N:7]=[C:6]([O:8][CH3:9])[N:5]=[C:4]([CH3:10])[N:3]=1.[Cl:11][C:12]([Cl:22])([Cl:21])[CH2:13][O:14][S:15]([N:18]=[C:19]=[O:20])(=[O:17])=[O:16].CCCCCC>ClCCl>[CH3:9][O:8][C:6]1[N:5]=[C:4]([CH3:10])[N:3]=[C:2]([NH:1][C:19]([NH:18][S:15]([O:14][CH2:13][C:12]([Cl:22])([Cl:21])[Cl:11])(=[O:16])=[O:17])=[O:20])[N:7]=1. Procedure: 14.0 g (0.1 mole) of 2-amino-4-methoxy-6-methyl-1,3,5-triazine were suspended in 250 ml of dichloromethane, and a solution of 25.5 g (0.1 mole) of 2,2,2-trichloro-eth-1-oxysulfonyl isocyanate in 100 ml of dichloromethane was added dropwise at 0° to 5° C. The reaction mixture was further stirred for 18 hours at room temperature and cooled to 0° C., and n-hexane was added. The precipitated reaction product was filtered off under suction and recrystallized from absolute ethanol. 35.3 g (89.4% of th... The reactants are C(C1=CC=CC=C1)OC(=O)N1CCC(CC1)C=1OC2=C(N1)C=CC=C2C(=O)OC (Methyl 2-(1-(benzyloxycarbonyl)piperidin-4-yl)benzo[d]oxazole-7-carboxylate), O.N (ammonia water). Run in CO (methanol). Reaction conditions: time 8 hour. Product: C(N)(=O)C1=CC=CC=2N=C(OC21)C2CCN(CC2)C(=O)OCC2=CC=CC=C2 (benzyl 4-(7-carbamoylbenzo[d]oxazol-2-yl)piperidine-1-carboxylate). As a reaction SMILES: [CH2:1]([O:8][C:9]([N:11]1[CH2:16][CH2:15][CH:14]([C:17]2[O:18][C:19]3[C:25]([C:26]([O:28]C)=O)=[CH:24][CH:23]=[CH:22][C:20]=3[N:21]=2)[CH2:13][CH2:12]1)=[O:10])[C:2]1[CH:7]=[CH:6][CH:5]=[CH:4][CH:3]=1.O.[NH3:31]>CO>[C:26]([C:25]1[C:19]2[O:18][C:17]([CH:14]3[CH2:13][CH2:12][N:11]([C:9]([O:8][CH2:1][C:2]4[CH:3]=[CH:4][CH:5]=[CH:6][CH:7]=4)=[O:10])[CH2:16][CH2:15]3)=[N:21][C:20]=2[CH:22]=[CH:23][CH:24]=1)(=[O:28])[NH2:31] |f:1.2|. Reported procedure: Methyl 2-(1-(benzyloxycarbonyl)piperidin-4-yl)benzo[d]oxazole-7-carboxylate (102 mg, 0.26 mmol) was added to a mixture of methanol (5 mL) and ammonia water (10 mL) and the mixture was stirred at room temperature for overnight. Then the solid was filtered. 98 mg of solid of benzyl 4-(7-carbamoylbenzo[d]oxazol-2-yl)piperidine-1-carboxylate was obtained. LC-MS (ESI) m/z: 380 (M+1)+. The reactants are CC(=O)c1cc(Br)ccc1O, C1CCNC1, CC1CCC(=O)CC1, CO. Yields the product CC1CCC2(CC1)CC(=O)c1cc(Br)ccc1O2. RXN SMILES: [Br:1][c:2]1[cH:3][cH:4][c:5]([OH:11])[c:6]([C:8]([CH3:9])=[O:10])[cH:7]1.[CH2:20]1[CH2:21][NH:22][CH2:23][CH2:24]1.[CH3:12][CH:13]1[CH2:14][CH2:15][C:16](=[O:19])[CH2:17][CH2:18]1.[CH3:25][OH:26]>>[Br:1][c:2]1[cH:3][cH:4][c:5]2[c:6]([cH:7]1)[C:8](=[O:10])[CH2:9][C:16]1([O:11]2)[CH2:15][CH2:14][CH:13]([CH3:12])[CH2:18][CH2:17]1. Reactants: OC1=CC=C(C=C1)NC1=C(C=C(C=C1)OC)CO (2-(4-hydroxyphenylamino)-5- methoxybenzenemethanol), I(=O)(=O)(=O)[O-].[Na+] (sodium metaperiodate). Run in C(Cl)Cl (methylene dichloride). Run at time 2 hour. The product is OCC1=C(C=CC(=C1)OC)N=C1C=CC(C=C1)=O (4-(2-hydroxymethyl-4-methoxyphenylimino)-2,5-cyclohexadien-1-one). The yield is 30.0%. RXN SMILES: [OH:1][C:2]1[CH:7]=[CH:6][C:5]([NH:8][C:9]2[CH:14]=[CH:13][C:12]([O:15][CH3:16])=[CH:11][C:10]=2[CH2:17][OH:18])=[CH:4][CH:3]=1.I([O-])(=O)(=O)=O.[Na+]>C(Cl)Cl>[OH:18][CH2:17][C:10]1[CH:11]=[C:12]([O:15][CH3:16])[CH:13]=[CH:14][C:9]=1[N:8]=[C:5]1[CH:6]=[CH:7][C:2](=[O:1])[CH:3]=[CH:4]1 |f:1.2|. Procedure: To a suspension of 3.7 g of 2-(4-hydroxyphenylamino)-5- methoxybenzenemethanol (Example 1c) in 300 ml of methylene dichloride was added 32 g of silica treated sodium metaperiodate. The reaction mixture was stirred for two hours at room temperature, then filtered and washed with water and dried over anhydrous sodium sulfate. The solution was concentrated and the residue triturated with hexane to give 1.1 g of 4-(2-hydroxymethyl-4-methoxyphenylimino)-2,5-cyclohexadien-1-one, m.p. 87°-89° C.